This data is from the Open Reaction Database (ORD), a public repository of structured organic reaction records. The task is: describe an organic reaction: reactants, conditions, products, and yield Reported procedure: The sub-title compound was prepared in accordance with the procedure in Example 59, step (a) using 4-amino-2-methoxy-5-nitrobenzoic acid (2.0 g; 9.43 mmol), TBTU (3.33 g; 10.4 mmol), TEA (2.9 mL; 20.8 mmol), 4-bromoaniline (1.62 g; 9.43 mmol) and DMF (70 mL). Yield: 3.41 g (99%). The reactants are NC1=CC(=C(C(=O)O)C=C1[N+](=O)[O-])OC (4-amino-2-methoxy-5-nitrobenzoic acid), BrC1=CC=C(N)C=C1 (4-bromoaniline), CN(C)C(=[N+](C)C)ON1C2=C(C=CC=C2)N=N1.[B-](F)(F)(F)F (TBTU), TEA. Product: NC1=CC(=C(C(=O)NC2=CC=C(C=C2)Br)C=C1[N+](=O)[O-])OC (4-Amino-N-(4-bromophenyl)-2-methoxy-5-nitrobenzamide). The solvent is CN(C)C=O (DMF). RXN SMILES: [NH2:1][C:2]1[C:10]([N+:11]([O-:13])=[O:12])=[CH:9][C:5]([C:6]([OH:8])=O)=[C:4]([O:14][CH3:15])[CH:3]=1.CN(C(ON1N=NC2C=CC=CC1=2)=[N+](C)C)C.[B-](F)(F)(F)F.[Br:38][C:39]1[CH:45]=[CH:44][C:42]([NH2:43])=[CH:41][CH:40]=1>CN(C=O)C>[NH2:1][C:2]1[C:10]([N+:11]([O-:13])=[O:12])=[CH:9][C:5]([C:6]([NH:43][C:42]2[CH:44]=[CH:45][C:39]([Br:38])=[CH:40][CH:41]=2)=[O:8])=[C:4]([O:14][CH3:15])[CH:3]=1 |f:1.2|. Starting materials: C(C)OC(=O)[C@H]1[C@@H](CCC1)NCCC(C)(C)C (trans-2-(3,3-dimethylbutylamino)-cyclopentanecarboxylic acid ethyl ester), C(C)OC(=O)C1=C(CCC1)NCCC(C)(C)C (2-(3,3-dimethylbutylamino)-cyclopent-1-enecarboxylic acid ethyl ester), solution, B (borane), N1=CC=CC=C1 (pyridine). The solvent is C(C)(=O)O (acetic acid). Run at time 15 minute. Product: C(C)OC(=O)[C@H]1[C@H](CCC1)NCCC(C)(C)C (cis-2-(3,3-dimethylbutylamino)-cyclopentanecarboxylic acid ethyl ester). The yield is 7.3%. As a reaction SMILES: [CH2:1]([O:3][C:4]([C:6]1[CH2:10][CH2:9][CH2:8][C:7]=1[NH:11][CH2:12][CH2:13][C:14]([CH3:17])([CH3:16])[CH3:15])=[O:5])[CH3:2].B.N1C=CC=CC=1.C(OC([C@@H]1CCC[C@H]1NCCC(C)(C)C)=O)C>C(O)(=O)C>[CH2:1]([O:3][C:4]([C@@H:6]1[CH2:10][CH2:9][CH2:8][C@@H:7]1[NH:11][CH2:12][CH2:13][C:14]([CH3:15])([CH3:17])[CH3:16])=[O:5])[CH3:2]. Procedure: To a solution of 2-(3,3-dimethylbutylamino)-cyclopent-1-enecarboxylic acid ethyl ester (5.59 g, 23.4 mmol) in acetic acid (70 mL) was added a 8.0 M solution of borane in pyridine (3.2 mL, 25.6 mmol) at 25° C. After stirring for 15 min, the reaction mixture was concentrated in vacuo. The crude material was triturated with 1.0 M aqueous hydrochloric acid solution (25 mL) and stirred for 0.5 h (until the gas evolution ceased). The mixture was extracted with ethyl acetate (3×50 mL) and the combined ...